From a dataset of the Open Reaction Database (ORD), a public repository of structured organic reaction records. describe an organic reaction: reactants, conditions, products, and yield As a reaction SMILES: [O:1]1[CH:9]2[CH:2]1[CH2:3][CH2:4][CH:5]=[CH:6][CH2:7][CH2:8]2.[CH2:10]([NH2:17])[C:11]1[CH:16]=[CH:15][CH:14]=[CH:13][CH:12]=1.FC(F)(F)S([O-])(=O)=O.[Yb+3].FC(F)(F)S([O-])(=O)=O.FC(F)(F)S([O-])(=O)=O.O>C(Cl)Cl>[CH2:10]([NH:17][C@@H:2]1[CH2:3][CH2:4][CH:5]=[CH:6][CH2:7][CH2:8][C@H:9]1[OH:1])[C:11]1[CH:16]=[CH:15][CH:14]=[CH:13][CH:12]=1 |f:2.3.4.5|. Run in C(Cl)Cl (CH2Cl2), C(Cl)Cl (CH2Cl2). Procedure: To a stirred solution of 5,6-epoxycyclooctene III (10.0 g, 0.081 mol) in dry CH2Cl2 (100 ml) kept under nitrogen atmosphere, benzylamine (10.35 g, 0.097 mol) and Ytterbium(III) trifluoromethanesulfonate (4.96 g, 0.008 mol) were added and the mixture was stirred for 24 hrs at room temperature. Extractive work-up of the reaction mixture with water and CH2Cl2 gave the title product as a white solid (yield 83%). m.p.: 70-71° C., b.p:140° C./1 mm Hg. 1H NMR (CDCl3): δ 7.59-7.56 (m, 2H, ArH), 7.38-7.3... Starting materials: O1C2CCC=CCCC21 (5,6-epoxycyclooctene), C(C1=CC=CC=C1)N (benzylamine), FC(S(=O)(=O)[O-])(F)F.[Yb+3].FC(S(=O)(=O)[O-])(F)F.FC(S(=O)(=O)[O-])(F)F (Ytterbium(III) trifluoromethanesulfonate), O (water). Run at time 24 hour. The product is C(C1=CC=CC=C1)N[C@H]1[C@@H](CCC=CCC1)O (Trans-2-benzylamino-5-cycloocten-1-ol). The yield is 83.0%.